describe an organic reaction: reactants, conditions, products, and yield From a dataset of the Open Reaction Database (ORD), a public repository of structured organic reaction records. The reactants are FC(CCC=1OC2=C(C1)C=C(C=C2)[N+](=O)[O-])(F)F (2-(3,3,3-trifluoropropyl)-5-nitrobenzofuran), [BH4-].[Na+] (sodium borohydride), methyl trialkylammonium chloride. The reagents and catalysts are [Pd] (palladium on carbon). Solvent: ClCCl (dichloromethane), O (water), O (water). Run at time 5 hour. Product: NC=1C=CC2=C(C=C(O2)CCC(F)(F)F)C1 (5-Amino-2-(3,3,3-trifluoropropyl)benzofuran). RXN SMILES: [F:1][C:2]([F:18])([F:17])[CH2:3][CH2:4][C:5]1[O:6][C:7]2[CH:13]=[CH:12][C:11]([N+:14]([O-])=O)=[CH:10][C:8]=2[CH:9]=1.[BH4-].[Na+]>[Pd].ClCCl.O>[NH2:14][C:11]1[CH:12]=[CH:13][C:7]2[O:6][C:5]([CH2:4][CH2:3][C:2]([F:18])([F:1])[F:17])=[CH:9][C:8]=2[CH:10]=1 |f:1.2|. Procedure: A mixture of 2.4 g (9.2 mmol) of 2-(3,3,3-trifluoropropyl)-5-nitrobenzofuran, 0.65 g (17 mmol) of sodium borohydride, 45 mg of Adogen® 464 (methyl trialkylammonium chloride) and 0.38 g of 5% palladium on carbon containing 50% of water in 95 ml of dichloromethane and 48 ml of water is stirred for 5 hours, then it is filtered on silica and the silica is rinsed with ethanol. The filtrate is then concentrated under reduced pressure and coevaporated with toluene. By chromatography of the residue on a...